This data is from the Open Reaction Database (ORD), a public repository of structured organic reaction records. The task is: describe an organic reaction: reactants, conditions, products, and yield Starting materials: C1(=CC=CC=C1)C(C(=O)O)(C)C1=CC=CC=C1 (2,2-diphenylpropanoic acid), NCCCN1CCC(CC1)C=1C=CC(=C(C1)NC(C(C)C)=O)F (N-{5-[1-(3-aminopropyl)-4-piperidinyl]-2-fluorophenyl}-2-methylpropanamide). Product: FC1=C(C=C(C=C1)C1CCN(CC1)CCCNC(C(C)(C1=CC=CC=C1)C1=CC=CC=C1)=O)NC(C(C)C)=O (N-(3-{4-[4-FLUORO-3-(ISOBUTYRYLAMINO)PHENYL]-1-PIPERIDINYL}PROPYL)-2,2-DIPHENYLPROPANAMIDE). RXN SMILES: [C:1]1([C:7]([C:12]2[CH:17]=[CH:16][CH:15]=[CH:14][CH:13]=2)([CH3:11])[C:8]([OH:10])=O)[CH:6]=[CH:5][CH:4]=[CH:3][CH:2]=1.[NH2:18][CH2:19][CH2:20][CH2:21][N:22]1[CH2:27][CH2:26][CH:25]([C:28]2[CH:29]=[CH:30][C:31]([F:40])=[C:32]([NH:34][C:35](=[O:39])[CH:36]([CH3:38])[CH3:37])[CH:33]=2)[CH2:24][CH2:23]1>>[F:40][C:31]1[CH:30]=[CH:29][C:28]([CH:25]2[CH2:24][CH2:23][N:22]([CH2:21][CH2:20][CH2:19][NH:18][C:8](=[O:10])[C:7]([C:1]3[CH:2]=[CH:3][CH:4]=[CH:5][CH:6]=3)([C:12]3[CH:17]=[CH:16][CH:15]=[CH:14][CH:13]=3)[CH3:11])[CH2:27][CH2:26]2)=[CH:33][C:32]=1[NH:34][C:35](=[O:39])[CH:36]([CH3:37])[CH3:38]. Procedure: Example 51 was prepared from 2,2-diphenylpropanoic acid and N-{5-[1-(3-aminopropyl)-4-piperidinyl]-2-fluorophenyl}-2-methylpropanamide according to the procedures described in Scheme 9: 1H NMR (400 MHz, CDCl3) δ 8.27–8.13 (m, 1H), 8.04 (s, 1H), 7.62 (s, 1H), 7.50–7.39 (m, 1H), 7.39–7.16 (m, 7H), 7.12–6.90 (m, 2H), 6.79–6.60 (br, 1H), 4.94–4.61 (br, 1H), 3.60–3.22 (m, 4H), 2.89–2.76 (m, 2H), 2.76–2.55 (m, 4H), 2.55–2.34 (m, 3H), 2.14–1.82 (m, 3H), 2.00 (s, 3H), 1.26 (d, 6H, J=6.4 Hz); ESMS m/e: 5... Reactants: C1(=CC=CC=C1)C(=N[C@@H](CC1=NC(=CC=C1)OC)C(=O)OCC)C1=CC=CC=C1 (ethyl N-(diphenylmethylidene)-3-(6-methoxy-2-pyridinyl)alaninate), Cl (hydrochloric acid). The solvent is C1CCOC1 (THF). Reaction conditions: time 30 minute. The product is COC1=CC=CC(=N1)C[C@H](N)C(=O)OCC (ethyl 3-(6-methoxy-2-pyridinyl)alaninate). As a reaction SMILES: C1(C(C2C=CC=CC=2)=[N:8][C@H:9]([C:19]([O:21][CH2:22][CH3:23])=[O:20])[CH2:10][C:11]2[CH:16]=[CH:15][CH:14]=[C:13]([O:17][CH3:18])[N:12]=2)C=CC=CC=1.Cl>C1COCC1>[CH3:18][O:17][C:13]1[N:12]=[C:11]([CH2:10][C@@H:9]([C:19]([O:21][CH2:22][CH3:23])=[O:20])[NH2:8])[CH:16]=[CH:15][CH:14]=1. Procedure details: To a 100-mL round-bottomed flask was added ethyl N-(diphenylmethylidene)-3-(6-methoxy-2-pyridinyl)alaninate (1.81 g, 4.66 mmol) and 5N hydrochloric acid (1.86 mL, 9.32 mmol), and THF (20 mL). The reaction mixture was stirred at room temperature for 30 min. The solvent was removed in vacuo to give crude ethyl 3-(6-methoxy-2-pyridinyl)alaninate as a light-yellow tar, which was used without purification. Starting materials: Cl.CO (hydrochloric acid methanol), C(C)OC1=CN=C(O1)CCC(=O)OC (methyl 3-(5-ethoxy-1,3-oxazol-2-yl)propanoate), C1(\C=C/C(=O)O1)=O (maleic anhydride), C[Si](C)(C)C=[N+]=[N-].C(C)OCC (trimethylsilyldiazomethane diethyl ether). Run at time 2 hour. Product: OC=1C(=C(C(=NC1)CCC(=O)OC)C(=O)OC)C(=O)OC (dimethyl 5-hydroxy-2-(3-methoxy-3-oxopropyl)pyridine-3,4-dicarboxylate). Isolated yield 30.0%. As a reaction SMILES: C(O[C:4]1[O:8][C:7]([CH2:9][CH2:10][C:11]([O:13][CH3:14])=[O:12])=[N:6][CH:5]=1)C.[C:15]1(=O)[O:20][C:18](=[O:19])[CH:17]=C1.C[Si](C=[N+]=[N-])(C)C.[CH2:29]([O:31][CH2:32][CH3:33])C.Cl.C[OH:36]>>[OH:8][C:4]1[C:17]([C:18]([O:20][CH3:15])=[O:19])=[C:33]([C:32]([O:31][CH3:29])=[O:36])[C:7]([CH2:9][CH2:10][C:11]([O:13][CH3:14])=[O:12])=[N:6][CH:5]=1 |f:2.3,4.5|. Procedure: A mixture of methyl 3-(5-ethoxy-1,3-oxazol-2-yl)propanoate (7.00 g, 35.1 mmol) and maleic anhydride (3.44 g, 35.1 mmol) was stirred at room temperature for 2 hr, 10% hydrochloric acid-methanol solution (100 mL) was added, and the mixture was heated under reflux for 15 hr. The solvent was evaporated under reduced pressure, and the residue was purified by silica gel column chromatography (ethyl acetate/methanol=100/0→70/30). The purified product was dissolved in methanol, 2M trimethylsilyldiazomet... Starting materials: C(C)OC(=O)C1=CC=C(C=C1)C1=CC2=C(N=CN=C2O)N1 (6-(4-ethoxycarbonyl-phenyl)-7H-pyrrolo[2,3-d]pyrimidin-4-ol), P(=O)(Cl)(Cl)Cl (phosphorus oxychloride). Product: ClC=1C2=C(N=CN1)NC(=C2)C2=CC=C(C=C2)C(=O)OCC (4-Chloro-6-(4-ethoxycarbonyl-phenyl)-7H-pyrrolo[2,3-d]pyrimidine). RXN SMILES: [CH2:1]([O:3][C:4]([C:6]1[CH:11]=[CH:10][C:9]([C:12]2[NH:21][C:15]3[N:16]=[CH:17][N:18]=[C:19](O)[C:14]=3[CH:13]=2)=[CH:8][CH:7]=1)=[O:5])[CH3:2].P(Cl)(Cl)([Cl:24])=O>>[Cl:24][C:19]1[C:14]2[CH:13]=[C:12]([C:9]3[CH:10]=[CH:11][C:6]([C:4]([O:3][CH2:1][CH3:2])=[O:5])=[CH:7][CH:8]=3)[NH:21][C:15]=2[N:16]=[CH:17][N:18]=1. Procedure: Analogously to Step 8.3,1.45 g of 6-(4-ethoxycarbonyl-phenyl)-7H-pyrrolo[2,3-d]pyrimidin-4-ol in 15 ml of phosphorus oxychloride are heated under a protective gas for 2 hours and worked up, yielding the title compound; m.p.: 250° C. (decomp.): TLC-Rf =0.63 (ethyl acetate/hexane [1:1]); FAB-MS: (M+H)+ =302. Starting materials: C1(=CC=CC=C1)[Mg]Br (phenylmagnesium bromide), CC1(OC2=CC(=CC=C2C(C1)=O)OCCN(C)C)C (2,2-dimethyl-7-(2-dimethylaminoethoxy)-chroman-4-one), Cl (hydrochloric acid). Solvent: C1CCOC1 (THF). Product: CC1(OC2=CC(=CC=C2C(=C1)C1=CC=CC=C1)OCCN(C)C)C (2,2-Dimethyl-7-(2-dimethylaminoethoxy)-4-phenyl-2H-chromene). As a reaction SMILES: [C:1]1([Mg]Br)[CH:6]=[CH:5][CH:4]=[CH:3][CH:2]=1.[CH3:9][C:10]1([CH3:27])[CH2:19][C:18](=O)[C:17]2[C:12](=[CH:13][C:14]([O:21][CH2:22][CH2:23][N:24]([CH3:26])[CH3:25])=[CH:15][CH:16]=2)[O:11]1.Cl>C1COCC1>[CH3:9][C:10]1([CH3:27])[CH:19]=[C:18]([C:1]2[CH:6]=[CH:5][CH:4]=[CH:3][CH:2]=2)[C:17]2[C:12](=[CH:13][C:14]([O:21][CH2:22][CH2:23][N:24]([CH3:26])[CH3:25])=[CH:15][CH:16]=2)[O:11]1. Procedure details: To a stirred solution of phenylmagnesium bromide [from bromobenzene and magnesium in dry tetrahydrofuran] was added 2,2-dimethyl-7-(2-dimethylaminoethoxy)-chroman-4-one in dry THF and the resulting solution was boiled under reflux for 2 weeks. The cooled reaction mixture was decomposed with 2.5 N hydrochloric acid and the organic layer separated and dried (magnesium sulphate). Removal of the solvent gave a yellow oil which was chromatographed on silica in 3% ether--97% light petroleum (b.p. 60°-... The reactants are C1CCOC1, CCCCCCCCc1ccc(OCC2CO2)cc1, [Cl-], [Na+], [Na], c1cn[nH]c1. The product is CCCCCCCCc1ccc(OCC(O)Cn2cccn2)cc1. Reaction SMILES: [CH2:28]1[O:29][CH2:30][CH2:31][CH2:32]1.[CH2:7]([CH2:8][CH2:9][CH2:10][CH2:11][CH2:12][CH2:13][CH3:14])[c:15]1[cH:16][cH:17][c:18]([O:19][CH2:20][CH:21]2[O:22][CH2:23]2)[cH:24][cH:25]1.[Cl-:26].[Na+:27].[Na:1].[nH:2]1[n:3][cH:4][cH:5][cH:6]1>>[n:2]1([CH2:23][CH:21]([CH2:20][O:19][c:18]2[cH:17][cH:16][c:15]([CH2:7][CH2:8][CH2:9][CH2:10][CH2:11][CH2:12][CH2:13][CH3:14])[cH:25][cH:24]2)[OH:22])[n:3][cH:4][cH:5][cH:6]1. Reactants: N#CCBr, CC#N, CC(C)(C)OC(=O)N1CCCC(C(O)c2cccc(Cl)c2)C1, [H-], [Na+]. Product: CC(C)(C)OC(=O)N1CCCC(C(OCC#N)c2cccc(Cl)c2)C1. As a reaction SMILES: [Br:25][CH2:26][C:27]#[N:28].[CH3:29][C:30]#[N:31].[Cl:1][c:2]1[cH:3][c:4]([CH:8]([CH:9]2[CH2:10][N:11]([C:15](=[O:16])[O:17][C:18]([CH3:19])([CH3:20])[CH3:21])[CH2:12][CH2:13][CH2:14]2)[OH:22])[cH:5][cH:6][cH:7]1.[H-:24].[Na+:23]>>[Cl:1][c:2]1[cH:3][c:4]([CH:8]([CH:9]2[CH2:10][N:11]([C:15](=[O:16])[O:17][C:18]([CH3:19])([CH3:20])[CH3:21])[CH2:12][CH2:13][CH2:14]2)[O:22][CH2:26][C:27]#[N:28])[cH:5][cH:6][cH:7]1.